From a dataset of the Open Reaction Database (ORD), a public repository of structured organic reaction records. describe an organic reaction: reactants, conditions, products, and yield Reactants: FC1(C(C1)CN1S(N(C2=NC(=CC=C21)C=2CC1C(CN(C1)C(=O)OC(C)(C)C)C2)C)(=O)=O)F (tert-Butyl 5-{1-[(2,2-difluorocyclopropyl)methyl]-3-methyl-2,2-dioxido-1,3-dihydro[1,2,5]thiadiazolo[3,4-b]pyridin-5-yl}-3,3a,4,6a-tetrahydrocyclopenta[c]-pyrrole-2(1H)-carboxylate), C(Cl)Cl (DCM), C(=O)(C(F)(F)F)O (TFA), C(=O)(O)[O-].[Na+] (NaHCO3). Solvent: C(C)(=O)OCC (ethyl acetate). Run at time 60 minute. Yields the product FC1(C(C1)CN1S(N(C2=NC(=CC=C21)C=2CC1C(CNC1)C2)C)(=O)=O)F (1-[(2,2-Difluorocyclopropyl)methyl]-5-(1,2,3,3a,4,6a-hexahydrocyclo-penta-[c]pyrrol-5-yl)-3-methyl-1,3-dihydro[1,2,5]thiadiazolo[3,4-b]pyridine 2,2-dioxide). As a reaction SMILES: [F:1][C:2]1([F:33])[CH2:4][CH:3]1[CH2:5][N:6]1[C:14]2[C:9](=[N:10][C:11]([C:15]3[CH2:16][CH:17]4[CH2:21][N:20](C(OC(C)(C)C)=O)[CH2:19][CH:18]4[CH:29]=3)=[CH:12][CH:13]=2)[N:8]([CH3:30])[S:7]1(=[O:32])=[O:31].C(Cl)Cl.C(O)(C(F)(F)F)=O.C([O-])(O)=O.[Na+]>C(OCC)(=O)C>[F:33][C:2]1([F:1])[CH2:4][CH:3]1[CH2:5][N:6]1[C:14]2[C:9](=[N:10][C:11]([C:15]3[CH2:16][CH:17]4[CH2:21][NH:20][CH2:19][CH:18]4[CH:29]=3)=[CH:12][CH:13]=2)[N:8]([CH3:30])[S:7]1(=[O:32])=[O:31] |f:3.4|. Procedure: tert-Butyl 5-{1-[(2,2-difluorocyclopropyl)methyl]-3-methyl-2,2-dioxido-1,3-dihydro[1,2,5]thiadiazolo[3,4-b]pyridin-5-yl}-3,3a,4,6a-tetrahydrocyclopenta[c]-pyrrole-2(1H)-carboxylate (24-1, 1.7 g, 3.4 mmol) was added to a mixture of DCM (28 mL) and TFA (7 mL) and stirred for 60 min. Following this duration, the contents were cautiously added to a mixture of saturated NaHCO3 (50 mL) and ethyl acetate (50 mL). The layers were separated and the aqueous layer was back-extracted with ethyl acetate (2×3...